From a dataset of the Open Reaction Database (ORD), a public repository of structured organic reaction records. describe an organic reaction: reactants, conditions, products, and yield Reactants: OC1=CC=C(C(=O)OCC2=CC=CC=C2)C=C1 (benzyl 4-hydroxybenzoate), CC(C)([O-])C.[K+] (potassium tert-butoxide), BrC=1C=NC=CC1 (3-bromopyridine). Reagents/catalysts: [Cu] (copper). Solvent: CN(C=O)C (N,N-dimethylformamide), CN(C=O)C (N,N-dimethylformamide). Run at time 1 hour. Product: N1=CC(=CC=C1)OC1=CC=C(C(=O)OCC2=CC=CC=C2)C=C1 (benzyl 4-(pyridin-3-yloxy)benzoate). As a reaction SMILES: [OH:1][C:2]1[CH:17]=[CH:16][C:5]([C:6]([O:8][CH2:9][C:10]2[CH:15]=[CH:14][CH:13]=[CH:12][CH:11]=2)=[O:7])=[CH:4][CH:3]=1.CC(C)([O-])C.[K+].Br[C:25]1[CH:26]=[N:27][CH:28]=[CH:29][CH:30]=1>CN(C)C=O.[Cu]>[N:27]1[CH:28]=[CH:29][CH:30]=[C:25]([O:1][C:2]2[CH:17]=[CH:16][C:5]([C:6]([O:8][CH2:9][C:10]3[CH:15]=[CH:14][CH:13]=[CH:12][CH:11]=3)=[O:7])=[CH:4][CH:3]=2)[CH:26]=1 |f:1.2|. Procedure: To a solution of benzyl 4-hydroxybenzoate (25.0 g, 110 mmol) in N,N-dimethylformamide (60 ml) was added potassium tert-butoxide (12.3 g, 110 mmol), and the mixture was stirred at room temperature for 1 hr. The reaction solution was evaporated under reduced pressure, and 3-bromopyridine (25.0 g, 110 mmol), a copper powder (1.76 g, 27.2 mmol) and N,N-dimethylformamide (80 ml) were added. The mixture was stirred at 120° C. for 8 hrs. The reaction solution was filtered with celite and the filtrate w... Reaction SMILES: [C:1]1([S:7]([CH2:10][C:11]([O:13]C)=O)(=[O:9])=[O:8])[CH:6]=[CH:5][CH:4]=[CH:3][CH:2]=1.[C:15](=[S:17])=S.[H-].[Na+].IC.[NH2:22][C:23]1[CH:28]=[CH:27][CH:26]=[CH:25][N:24]=1.[C:29]([O-])([O-])=O.[K+].[K+]>CS(C)=O.CN(C=O)C.C(Cl)Cl>[C:1]1([S:7]([C:10]2[C:11](=[O:13])[N:24]3[CH:25]=[CH:26][CH:27]=[CH:28][C:23]3=[N:22][C:29]=2[S:17][CH3:15])(=[O:8])=[O:9])[CH:2]=[CH:3][CH:4]=[CH:5][CH:6]=1 |f:2.3,6.7.8|. The product is C1(=CC=CC=C1)S(=O)(=O)C1=C(N=C2N(C1=O)C=CC=C2)SC (3-Benzenesulfonyl-2-methylsulfanyl-pyrido[1,2-a]pyrimidin-4-one). Solvent: C(Cl)Cl (methylene chloride), CS(=O)C (DMSO), CN(C)C=O (DMF). Reaction conditions: temperature 100 celsius, time 8 hour. Procedure: Methyl phenylsulfonylacetate (5 g, 23.3 mmol) was mixed with carbon disulfide (1.77 g, 23.3 mmol) in anhydrous DMSO (100 ml) at room temperature. Sodium hydride (60% in mineral, 1.2 g, 48.9 mmol) was added portionwise. After stirring at room temperature for 1 hour iodomethane (6.9 g, 48.9 mmol) was added neat and stirred overnight. The reaction mixture was quenched with water and extracted with methylene chloride. The crude product was purified via flash chromatography. 670 mg of the product (˜2... The reactants are IC (iodomethane), C1(=CC=CC=C1)S(=O)(=O)CC(=O)OC (Methyl phenylsulfonylacetate), C(=S)=S (carbon disulfide), [H-].[Na+] (Sodium hydride), product, NC1=NC=CC=C1 (2-aminopyridine), C(=O)([O-])[O-].[K+].[K+] (K2CO3). Starting materials: C1=C(C=CC2=CC=CC=C12)C=O (β-naphthaldehyde), [N+](=O)([O-])C1=CC=CC=C1 (nitrobenzene), stainless steel, [C]=O (carbon monoxide). The reagents and catalysts are [OH-].[Rh+3].[OH-].[OH-] (rhodium hydroxide). Run in N1=CC=CC=C1 (pyridine). Conditions: temperature 170 celsius. Yields the product C1C(C=CC2=CC=CC=C12)=NC1=CC=CC=C1 (β-naphthylideneaniline). Isolated yield 75.0%. RXN SMILES: [CH:1]1[C:10]2[C:5](=[CH:6][CH:7]=[CH:8][CH:9]=2)[CH:4]=[CH:3][C:2]=1C=O.[N+:13]([C:16]1[CH:21]=[CH:20][CH:19]=[CH:18][CH:17]=1)([O-])=O.[C]=O>N1C=CC=CC=1.[OH-].[Rh+3].[OH-].[OH-]>[CH2:1]1[C:10]2[C:5](=[CH:6][CH:7]=[CH:8][CH:9]=2)[CH:4]=[CH:3][C:2]1=[N:13][C:16]1[CH:21]=[CH:20][CH:19]=[CH:18][CH:17]=1 |f:4.5.6.7,^3:21|. Reported procedure: A solution of β-naphthaldehyde (0.1 mole), nitrobenzene (0.11 mole) and rhodium hydroxide [Rh(OH)3 ] in 50 ml of pyridine were charged into a stainless steel rocking autoclave of 0.5 l capacity. The autoclave was pressurized to 140 atm with carbon monoxide and heated to 170°C for 3 hours. On completion of the reaction period, the pressure vessel was allowed to cool and the gases vented. Work-up of the reaction mixture gave 75% yield of β-naphthylideneaniline, the product being unequivocally iden... The reactants are N[C@@H](CC1=CC=CC=C1)C(=O)N (phenylalanine amide), solid, ClC=1C=C(C=CC1Cl)NC(C)C(=O)O (N-(3,4-dichlorophenyl)-D,L-alanine). Yields the product ClC=1C=C(C=CC1Cl)NC(C)C(=O)NC([C@@H](N)CC1=CC=CC=C1)=O (N-[N-(3,4-dichlorophenyl)-D,L-alanyl]-L-phenylalanine amide). RXN SMILES: [NH2:1][C@H:2]([C:10]([NH2:12])=[O:11])[CH2:3][C:4]1[CH:9]=[CH:8][CH:7]=[CH:6][CH:5]=1.[Cl:13][C:14]1[CH:15]=[C:16]([NH:21][CH:22]([C:24](O)=[O:25])[CH3:23])[CH:17]=[CH:18][C:19]=1[Cl:20]>>[Cl:13][C:14]1[CH:15]=[C:16]([NH:21][CH:22]([C:24]([NH:12][C:10](=[O:11])[C@H:2]([CH2:3][C:4]2[CH:9]=[CH:8][CH:7]=[CH:6][CH:5]=2)[NH2:1])=[O:25])[CH3:23])[CH:17]=[CH:18][C:19]=1[Cl:20]. Procedure: Following General Procedure D and using phenylalanine amide (Bachem) and N-(3,4-dichlorophenyl)-D,L-alanine (from Example A above), the title compound was prepared as a solid (mp=177-179° C.). This compound was then purified by trituration with chloroform. The reactants are CC1=C(C2=C(N(C=N2)CC2=CC=NC=C2)C=C1)N (5-Methyl-1-(pyridin-4-yl)methyl-1H-benzimidazol-4-ylamine), [N+](=O)([O-])C1=CC=CC=2N(C=NC21)CC2=CC=NC=C2 (4-Nitro-1-(pyridin-4-yl)methyl-1H-benzimidazole). Yields the product N1=CC=C(C=C1)CN1C=NC2=C1C=CC=C2N (1-(Pyridin-4-yl)methyl-1H-benzimidazol-4-ylamine). RXN SMILES: C[C:2]1[CH:17]=[CH:16][C:5]2[N:6]([CH2:9][C:10]3[CH:15]=[CH:14][N:13]=[CH:12][CH:11]=3)[CH:7]=[N:8][C:4]=2[C:3]=1[NH2:18].[N+](C1C2N=CN(CC3C=CN=CC=3)C=2C=CC=1)([O-])=O>>[N:13]1[CH:14]=[CH:15][C:10]([CH2:9][N:6]2[C:5]3[CH:16]=[CH:17][CH:2]=[C:3]([NH2:18])[C:4]=3[N:8]=[CH:7]2)=[CH:11][CH:12]=1. Reported procedure: Using the same general procedure as described above for the preparation of 5-methyl-1-(pyridin-4-yl)methyl-1H-benzimidazol-4-ylamine (2d), reduction of 4-nitro-(1-pyridin-4-yl)methyl-1H-benzimidazole 3c (1.71 g) gave 3d as a pale yellow powder. Procedure details: At -20° C., 355 mg of 3-(13-amino-6-methyl-8α-ergolinyl)-1,1-diethylurea is reacted to the N-formyl compound with the mixed anhydride of acetic acid and formic acid and the N-formyl compound is reduced with borane-dimethyl sulfide (S. Krishnamurty, Tetrahedron Letters 1982: 3315). After chromatography, 260 mg of 1,1-diethyl-3-(6-methyl-13-methylamino-8α-ergolinyl)urea is obtained. Reaction SMILES: [NH2:1][C:2]1[CH:3]=[C:4]2[C:17]3[C:7]([CH2:8][C@@H:9]4[C@@H:14]([C:15]=3[CH:16]=1)[CH2:13][C@H:12]([NH:18][C:19](=[O:25])[N:20]([CH2:23][CH3:24])[CH2:21][CH3:22])[CH2:11][N:10]4[CH3:26])=[CH:6][NH:5]2.[C:27](O)(=O)C.CSC.B>C(O)=O>[CH2:21]([N:20]([CH2:23][CH3:24])[C:19]([NH:18][C@H:12]1[CH2:13][C@H:14]2[C@@H:9]([CH2:8][C:7]3[C:17]4[C:4](=[CH:3][C:2]([NH:1][CH3:27])=[CH:16][C:15]2=4)[NH:5][CH:6]=3)[N:10]([CH3:26])[CH2:11]1)=[O:25])[CH3:22] |f:2.3|. The product is C(C)N(C(=O)N[C@@H]1CN([C@@H]2CC3=CNC4=CC(=CC([C@H]2C1)=C34)NC)C)CC (1,1-diethyl-3-(6-methyl-13-methylamino-8α-ergolinyl)urea). The reactants are CSC.B (borane-dimethyl sulfide), N-formyl, NC=1C=C2NC=C3C[C@H]4N(C[C@H](C[C@@H]4C(C1)=C32)NC(N(CC)CC)=O)C (3-(13-amino-6-methyl-8α-ergolinyl)-1,1-diethylurea), N-formyl, anhydride, C(C)(=O)O (acetic acid). The solvent is C(=O)O (formic acid). Reactants: C1CC(=O)NC2=C1C(=CC=C2)O (5-Hydroxy-3,4-dihydro-2-quinoline), C(Cl)C1CO1 (epichlorohydrin). The product is O1C(COC2=C3CCC(NC3=CC=C2)=O)C1 (5-(2,3-epoxypropoxy)-3,4-dihydro-2-quinolinone). Reaction SMILES: [CH2:1]1[C:7]2[C:8]([OH:12])=[CH:9][CH:10]=[CH:11][C:6]=2[NH:5][C:3](=[O:4])[CH2:2]1.[CH2:13]([CH:15]1[O:17][CH2:16]1)Cl>>[O:17]1[CH2:16][CH:15]1[CH2:13][O:12][C:8]1[CH:9]=[CH:10][CH:11]=[C:6]2[C:7]=1[CH2:1][CH2:2][C:3](=[O:4])[NH:5]2. Reported procedure: 5-Hydroxy-3,4-dihydro-2-quinoline (prepared in three steps from cyclohexane-1,3-dione and acrylonitrile) is allowed to react with epichlorohydrin to give 5-(2,3-epoxypropoxy)-3,4-dihydro-2-quinolinone [J. Med. Chem. 17,529 (1974)]. Reactants: CCOC(=O)c1ccc2c(c1)nc(-c1ccc(Oc3cccc(OC(C)=O)c3)cc1)n2C1CCCCC1, O=C([O-])[O-], CO, [K+], [K+], C1CCOC1. The product is CCOC(=O)c1ccc2c(c1)nc(-c1ccc(Oc3cccc(O)c3)cc1)n2C1CCCCC1. As a reaction SMILES: [C:1](=[O:2])([CH3:3])[O:4][c:5]1[cH:6][c:7]([O:11][c:12]2[cH:13][cH:14][c:15](-[c:18]3[n:19][c:20]4[c:21]([n:22]3[CH:23]3[CH2:24][CH2:25][CH2:26][CH2:27][CH2:28]3)[cH:29][cH:30][c:31]([C:33](=[O:34])[O:35][CH2:36][CH3:37])[cH:32]4)[cH:16][cH:17]2)[cH:8][cH:9][cH:10]1.[C:38](=[O:39])([O-:40])[O-:41].[CH3:44][OH:45].[K+:42].[K+:43].[O:46]1[CH2:47][CH2:48][CH2:49][CH2:50]1>>[OH:4][c:5]1[cH:6][c:7]([O:11][c:12]2[cH:13][cH:14][c:15](-[c:18]3[n:19][c:20]4[c:21]([n:22]3[CH:23]3[CH2:24][CH2:25][CH2:26][CH2:27][CH2:28]3)[cH:29][cH:30][c:31]([C:33](=[O:34])[O:35][CH2:36][CH3:37])[cH:32]4)[cH:16][cH:17]2)[cH:8][cH:9][cH:10]1. The reactants are C(CC(O)(C(=O)O)CC(=O)O)(=O)O (citric acid), compound, C(C)OC([C@H](CNC(CCNC(COC1CCN(CC1)C(=O)OCC1=CC=CC=C1)=O)=O)NS(=O)(=O)C1=CC=CC=C1)=O ((2S)-2-Benzenesulfonylamino-3-(3-(2-(1-benzyloxycarbonyl-4-piperidyl)oxyethanoylamino)propanoylamino)propanoic acid ethyl ester), [OH-].[Na+] (sodium hydroxide). Run in CN(C)C=O (DMF). Run at time 1.5 hour. The product is C1(=CC=CC=C1)S(=O)(=O)N[C@H](C(=O)O)CNC(CCNC(COC1CCN(CC1)C(=O)OCC1=CC=CC=C1)=O)=O ((2S)-2-Benzenesulfonylamino-3-(3-(2-(1-benzyloxycarbonyl-4-piperidyl)oxyethanoylamino)propanoylamino)propanoic acid). Reaction SMILES: C([O:3][C:4](=[O:43])[C@@H:5]([NH:33][S:34]([C:37]1[CH:42]=[CH:41][CH:40]=[CH:39][CH:38]=1)(=[O:36])=[O:35])[CH2:6][NH:7][C:8](=[O:32])[CH2:9][CH2:10][NH:11][C:12](=[O:31])[CH2:13][O:14][CH:15]1[CH2:20][CH2:19][N:18]([C:21]([O:23][CH2:24][C:25]2[CH:30]=[CH:29][CH:28]=[CH:27][CH:26]=2)=[O:22])[CH2:17][CH2:16]1)C.[OH-].[Na+].C(O)(=O)CC(CC(O)=O)(C(O)=O)O>CN(C=O)C>[C:37]1([S:34]([NH:33][C@@H:5]([CH2:6][NH:7][C:8](=[O:32])[CH2:9][CH2:10][NH:11][C:12](=[O:31])[CH2:13][O:14][CH:15]2[CH2:20][CH2:19][N:18]([C:21]([O:23][CH2:24][C:25]3[CH:26]=[CH:27][CH:28]=[CH:29][CH:30]=3)=[O:22])[CH2:17][CH2:16]2)[C:4]([OH:43])=[O:3])(=[O:36])=[O:35])[CH:42]=[CH:41][CH:40]=[CH:39][CH:38]=1 |f:1.2|. Procedure: The compound (144 mg) obtained in the above (2) is dissolved in DMF (3 ml), and thereto is added 1N aqueous sodium hydroxide solution (698 μl) under ice-cooling, and the mixture is stirred for 1.5 hour. The pH value thereof is adjusted to pH 2 with 10% aqueous citric acid solution, and extracted three times with ethyl acetate. The extract is washed twice with a saturated brine, and dried over anhydrous magnesium sulfate. The desiccant is removed by filtration, and the filtrate is concentrated un...